From a dataset of the Open Reaction Database (ORD), a public repository of structured organic reaction records. describe an organic reaction: reactants, conditions, products, and yield Starting materials: FC1=C(C=CC=C1)S(=O)(=O)C1CCN(CC1)C(=O)OC(C)(C)C (tert-butyl 4-((2-fluorophenyl)sulfonyl)piperidine-1-carboxylate), Cl (HCl). Solvent: O1CCOCC1 (dioxane), O1CCOCC1 (dioxane). Run at time 8 hour. Yields the product FC1=C(C=CC=C1)S(=O)(=O)C1CCNCC1 (4-((2-fluorophenyl)sulfonyl)piperidine). RXN SMILES: [F:1][C:2]1[CH:7]=[CH:6][CH:5]=[CH:4][C:3]=1[S:8]([CH:11]1[CH2:16][CH2:15][N:14](C(OC(C)(C)C)=O)[CH2:13][CH2:12]1)(=[O:10])=[O:9].Cl>O1CCOCC1>[F:1][C:2]1[CH:7]=[CH:6][CH:5]=[CH:4][C:3]=1[S:8]([CH:11]1[CH2:16][CH2:15][NH:14][CH2:13][CH2:12]1)(=[O:9])=[O:10]. Procedure: A solution of tert-butyl 4-((2-fluorophenyl)sulfonyl)piperidine-1-carboxylate (1.31 g, 3.82 mmol) in dioxane (12.7 mL) at room temperature was treated with 4M HCl in dioxane (9.55 ml, 38.2 mmol). The reaction mixture was allowed to stir at room temperature overnight. The reaction mixture was concentrated under reduced pressure. The resulting white solid was triturated with hexanes, filtered, collected, and lyophilized overnight to give the title compound, as its HCl salt, as a white solid (815.1...